The task is: describe an organic reaction: reactants, conditions, products, and yield. This data is from the Open Reaction Database (ORD), a public repository of structured organic reaction records. The reactants are O (water), ClC1=CC=C(S1)C1=NC(=CC(=N1)Cl)Cl (2-(5-Chloro-2-thienyl)-4,6-dichloropyrimidine), ClC1=NC=CC(=C1)O (2-Chloro-4-hydroxypyridine), C([O-])([O-])=O.[K+].[K+] (potassium carbonate). Solvent: C(C)#N (acetonitrile). Yields the product ClC1=CC=C(S1)C1=NC(=CC(=N1)Cl)OC1=CC(=NC=C1)Cl (2-(5-Chloro-2-thienyl)-4-chloro-6-(2-chloro-4-pyridyloxy)pyrimidine). Reaction SMILES: [Cl:1][C:2]1[S:6][C:5]([C:7]2[N:12]=[C:11](Cl)[CH:10]=[C:9]([Cl:14])[N:8]=2)=[CH:4][CH:3]=1.[Cl:15][C:16]1[CH:21]=[C:20]([OH:22])[CH:19]=[CH:18][N:17]=1.C(=O)([O-])[O-].[K+].[K+].O>C(#N)C>[Cl:1][C:2]1[S:6][C:5]([C:7]2[N:8]=[C:9]([Cl:14])[CH:10]=[C:11]([O:22][C:20]3[CH:19]=[CH:18][N:17]=[C:16]([Cl:15])[CH:21]=3)[N:12]=2)=[CH:4][CH:3]=1 |f:2.3.4|. Reported procedure: 0.4 g 2-(5-Chloro-2-thienyl)-4,6-dichloropyrimidine, 0.2 g 2-Chloro-4-hydroxypyridine, and 0.3 g potassium carbonate are refluxed in 30 mL dry acetonitrile for 16 hours. The mixture is poured into water, and the product is extracted with toluene and purified by flash chromatography (0.38 g, m.p. 154-156° C.). Starting materials: [Br-], Fc1ccc(Br)cc1, CCOC(=O)C(C#N)=Cc1ccc(C)cc1, Cc1ccccc1, Cl, Fc1ccc([Mg+])cc1, [Mg]. Product: CCOC(=O)C(C#N)C(c1ccc(C)cc1)c1ccc(F)cc1. As a reaction SMILES: [Br-:17].[Br:26][c:27]1[cH:28][cH:29][c:30]([F:31])[cH:32][cH:33]1.[C:1](#[N:2])[C:3]([C:4](=[O:5])[O:6][CH2:7][CH3:8])=[CH:9][c:10]1[cH:11][cH:12][c:13]([CH3:16])[cH:14][cH:15]1.[CH3:36][c:37]1[cH:38][cH:39][cH:40][cH:41][cH:42]1.[ClH:35].[F:18][c:19]1[cH:20][cH:21][c:22]([Mg+:25])[cH:23][cH:24]1.[Mg:34]>>[C:1](#[N:2])[CH:3]([C:4](=[O:5])[O:6][CH2:7][CH3:8])[CH:9]([c:10]1[cH:11][cH:12][c:13]([CH3:16])[cH:14][cH:15]1)[c:22]1[cH:21][cH:20][c:19]([F:18])[cH:24][cH:23]1. Starting materials: I(=O)C1=CC=CC=C1 (iodosylbenzene), epoxide, compound, compound, [N+]1(=CC=CC=C1)[O-] (pyridine-N-oxide), CCCCCC.C(C)(C)O (hexane isopropanol). The solvent is C(C)#N (acetonitrile). Conditions: temperature 0 celsius. Yields the product O1CC=CC2=C1C=CC=C2 (benzopyran). Yield: 98.0%. As a reaction SMILES: [N+]1([O-])[CH:6]=[CH:5][CH:4]=[CH:3][CH:2]=1.I([C:10]1C=C[CH:13]=[CH:12][CH:11]=1)=O.CCCCCC.C([OH:25])(C)C>C(#N)C>[O:25]1[C:13]2[CH:12]=[CH:11][CH:10]=[CH:6][C:5]=2[CH:4]=[CH:3][CH2:2]1 |f:2.3|. Reported procedure: 26.2 mg of compound [IV-1] (0.10 mmol) and 2.6 mg of the compound [I-1] (2.5 μmol) were dissolved in 1.25 mL of an acetonitrile solution of pyridine-N-oxide (0.02M, 0,025 mmol), followed by cooling to 0° C. To the resulting solution was added 44.0 mg of iodosylbenzene (0.20 mmol) all at once under a nitrogen atmosphere, followed by stirring at 0° C. for twenty four hours. Insoluble matters were filtered out through Celite, the filtrate was concentrated, and the residues were purified by silica g... The reactants are aqueous solution, N1CCCC1 (pyrrolidine), C1=CC=CC=C1 (benzene), CC(C)CCC[C@@H](C)[C@H]1CC[C@H]2[C@@H]3CCC4=CC(CC[C@]4(C)[C@H]3CC[C@]12C)=O (4-cholesten-3-one), CC(C)CCC[C@@H](C)[C@H]1CC[C@H]2[C@@H]3CCC4=CC(CC[C@]4(C)[C@H]3CC[C@]12C)=O (4-cholesten-3-one), Cupric acetate, C1(=CC=CC=C1)CO (benzene-methanol). Run in C(C)(=O)O (acetic acid). Reaction conditions: time 30 minute. The product is CC(C)CCC[C@@H](C)[C@H]1CC[C@H]2[C@@H]3CC(C4=CC(CC[C@]4(C)[C@H]3CC[C@]12C)=O)=O (4-cholestene-3,6-dione). As a reaction SMILES: [CH3:1][CH:2]([CH2:4][CH2:5][CH2:6][C@H:7]([C@@H:9]1[C@:26]2([CH3:27])[C@H:12]([C@H:13]3[C@H:23]([CH2:24][CH2:25]2)[C@:21]2([CH3:22])[C:16](=[CH:17][C:18](=[O:28])[CH2:19][CH2:20]2)[CH2:15][CH2:14]3)[CH2:11][CH2:10]1)[CH3:8])[CH3:3].N1CCCC1.C1C=CC=CC=1.C1(C[OH:47])C=CC=CC=1>C(O)(=O)C>[CH3:3][CH:2]([CH2:4][CH2:5][CH2:6][C@H:7]([C@@H:9]1[C@:26]2([CH3:27])[C@H:12]([C@H:13]3[C@H:23]([CH2:24][CH2:25]2)[C@:21]2([CH3:22])[C:16](=[CH:17][C:18](=[O:28])[CH2:19][CH2:20]2)[C:15](=[O:47])[CH2:14]3)[CH2:11][CH2:10]1)[CH3:8])[CH3:1]. Procedure details: 4-Cholesten-3,6-dione was prepared using 4-cholesten-3-one (Aldrich Co.) as a starting material by reference to the method of Hevl and Herr (F. W. Hevl and M. E. Herr, J. Am. Chem. Soc., 75: 1918, 1953) and that of Malhotra et al. (S. K. Malhotra, J. J. Hostynek and A. F. Lundin, J. Am. Chem. Soc., 90: 6565, 1968). Stated specifically, pyrrolidine (2.85 g) was added to a benzene solution (50 ml) of 4-cholesten-3-one (3.84 g) and the mixture was refluxed under heating for 24 hours. After cooling,...